Dataset: the Open Reaction Database (ORD), a public repository of structured organic reaction records. Task: describe an organic reaction: reactants, conditions, products, and yield The reactants are OC=1C=CC=C2C=CC(=NC12)C=O (8-hydroxy-quinoline-2-carboxaldehyde), CC(=O)[O-].[Na+] (NaOAc), Cl.NO (hydroxylamine hydrochloride), CC1=NC2=C(C=CC=C2C=C1)O (2-methyl-quinolin-8-ol), SeO2. The solvent is O (water), O1CCOCC1 (dioxane), O1CCOCC1 (dioxane). Reaction conditions: temperature 80 celsius. Yields the product OC=1C=CC=C2C=CC(=NC12)C=NO (8-Hydroxy-quinoline-2-carboxaldehyde Oxime), D1. Isolated yield 80.0%. Reaction SMILES: [CH3:1][C:2]1[CH:11]=[CH:10][C:9]2[C:4](=[C:5]([OH:12])[CH:6]=[CH:7][CH:8]=2)[N:3]=1.OC1C=CC=C2C=1N=C(C=O)C=C2.CC([O-])=O.[Na+].Cl.[NH2:32][OH:33]>O1CCOCC1.O>[OH:12][C:5]1[CH:6]=[CH:7][CH:8]=[C:9]2[C:4]=1[N:3]=[C:2]([CH:1]=[N:32][OH:33])[CH:11]=[CH:10]2 |f:2.3,4.5|. Reported procedure: A solution of 2-methyl-quinolin-8-ol (536 mg, 3.37 mmol) in dioxane (8 mL) was added dropwise over 3 h into a stirred mixture of SeO2 (665 mg, 5.99 mmol) in dioxane (25 mL) at 50-55° C. The resulting mixture was then heated at 80° C. for 16 h, cooled, and the solids filtered off. The filtrate was concentrated and the residue purified by column chromatography on silica (dichloromethane/MeOH, 1:0-40:1). This afforded 8-hydroxy-quinoline-2-carboxaldehyde 4 as a straw-coloured solid (358 mg, 61%). 4... The reactants are N(=O)[O-].[Na+] (Sodium nitrite), OC(CN(C(NCCCl)=O)C([C@@H]1[C@H]([C@@H]([C@H](C(O)(O1)CC(C)C)O)O)O)O)C (3-(2-hydroxy-n-propyl)-3-(isobutyl D-glucopyranose-6-yl)-1-(2-chloroethyl)urea). Solvent: C(C)O (ethanol), C(C)(=O)O (acetic acid). Reaction conditions: time 30 minute. The product is OC(CN(C(N(N=O)CCCl)=O)C([C@@H]1[C@H]([C@@H]([C@H]([C@@](O)(O1)CC(C)C)O)O)O)O)C (3-(2-hydroxy-n-propyl)-3-(isobutyl α-D-glucopyranose-6-yl)-1-(2-chloroethyl)-1-nitrosourea). Yield: 27.5%. RXN SMILES: [N:1]([O-:3])=O.[Na+].[OH:5][CH:6]([CH3:31])[CH2:7][N:8]([CH:15]([OH:30])[C@H:16]1[O:22][C:20]([CH2:23][CH:24]([CH3:26])[CH3:25])([OH:21])[C@H:19]([OH:27])[C@@H:18]([OH:28])[C@@H:17]1[OH:29])[C:9](=[O:14])[NH:10][CH2:11][CH2:12][Cl:13]>C(O)C.C(O)(=O)C>[OH:5][CH:6]([CH3:31])[CH2:7][N:8]([CH:15]([OH:30])[C@H:16]1[O:22][C@:20]([CH2:23][CH:24]([CH3:25])[CH3:26])([OH:21])[C@H:19]([OH:27])[C@@H:18]([OH:28])[C@@H:17]1[OH:29])[C:9](=[O:14])[N:10]([CH2:11][CH2:12][Cl:13])[N:1]=[O:3] |f:0.1|. Procedure: Sodium nitrite (2 g) was added to a solution of the above fractionated α,β-mixed form of 3-(2-hydroxy-n-propyl)-3-(isobutyl D-glucopyranose-6-yl)-1-(2-chloroethyl)urea (4.48 g, 11.7 mmol) in a mixture of ethanol (60 ml) and 80% aqueous acetic acid (30 ml) with well stirring at 0° to 5° C. spending 30 minutes. This reaction mixture was allowed to stand in a refrigerator at 0° to 5° C. for 18 hours to complete reaction, which was confirmed by TLC. An ion exchange resin (H+ form, registered trade m...